The task is: describe an organic reaction: reactants, conditions, products, and yield. This data is from the Open Reaction Database (ORD), a public repository of structured organic reaction records. The reactants are C(C)(=O)N (Acetamide), COC(N(C)C)OC (dimethylformamide dimethyl acetal), oil, BrC=1C=C(C=CC1OC)NN (3-bromo-4-methoxyphenylhydrazine). Solvent: O1CCOCC1 (dioxane), C(C)(=O)O (acetic acid). Reaction conditions: temperature 90 celsius, time 30 minute. Product: BrC1=C(C=CC(=C1)N1N=CN=C1C)OC (2-Bromo-4-(5-methyl-1H-1,2,4-triazol-1-yl)anisole). The yield is 12.6%. RXN SMILES: [C:1]([NH2:4])(=O)[CH3:2].[CH3:5]OC(OC)N(C)C.[Br:13][C:14]1[CH:15]=[C:16]([NH:22][NH2:23])[CH:17]=[CH:18][C:19]=1[O:20][CH3:21]>O1CCOCC1.C(O)(=O)C>[Br:13][C:14]1[CH:15]=[C:16]([N:22]2[C:1]([CH3:2])=[N:4][CH:5]=[N:23]2)[CH:17]=[CH:18][C:19]=1[O:20][CH3:21]. Procedure details: Acetamide (6.07 g, 0.103 mol) and dimethylformamide dimethyl acetal (20 ml, 0.15 mol) were stirred at 80° C. in dioxane (20 ml) for 2 hours. The reaction mixture was concentrated in vacuo, ether (50 ml) added, the solution refridgerated for 30 minutes then triturated to give an orange solid. The solid was collected under suction and the fitrate concentrated in vacuo to a red oil (4.63 g). A portion of this oil (1.20 g) was added to a solution of 3-bromo-4-methoxyphenylhydrazine (Desc. 14; 2.12 g... The reactants are CCCC[N+](CCCC)(CCCC)CCCC, C1CCOC1, CC(C)(C)OC(=O)N1CC2(CC(C#C[Si](C)(C)C)=NO2)C1, [F-], O. Yields the product C#CC1=NOC2(C1)CN(C(=O)OC(C)(C)C)C2. Reaction SMILES: [CH2:24]([N+:25]([CH2:26][CH2:27][CH2:28][CH3:29])([CH2:30][CH2:31][CH2:32][CH3:33])[CH2:34][CH2:35][CH2:36][CH3:37])[CH2:38][CH2:39][CH3:40].[CH2:41]1[O:42][CH2:43][CH2:44][CH2:45]1.[CH3:1][Si:2]([C:3]#[C:4][C:5]1=[N:6][O:7][C:8]2([CH2:9][N:10]([C:12](=[O:13])[O:14][C:15]([CH3:16])([CH3:17])[CH3:18])[CH2:11]2)[CH2:19]1)([CH3:20])[CH3:21].[F-:23].[OH2:22]>>[CH:3]#[C:4][C:5]1=[N:6][O:7][C:8]2([CH2:9][N:10]([C:12](=[O:13])[O:14][C:15]([CH3:16])([CH3:17])[CH3:18])[CH2:11]2)[CH2:19]1. Reactants: OCc1cnc(-c2ccc(-c3nc4ccc(C(F)(F)F)cc4[nH]3)cc2)c(Cl)c1, [K+], O=[Mn](=O)(=O)[O-], O, c1ccncc1. Product: O=C(O)c1cnc(-c2ccc(-c3nc4ccc(C(F)(F)F)cc4[nH]3)cc2)c(Cl)c1. Reaction SMILES: [Cl:1][c:2]1[cH:3][c:4]([CH2:27][OH:28])[cH:5][n:6][c:7]1-[c:8]1[cH:9][cH:10][c:11](-[c:14]2[n:15][c:16]3[c:17]([nH:18]2)[cH:19][c:20]([C:23]([F:24])([F:25])[F:26])[cH:21][cH:22]3)[cH:12][cH:13]1.[K+:34].[Mn:29](=[O:30])([O-:31])(=[O:32])=[O:33].[OH2:41].[cH:35]1[cH:36][cH:37][n:38][cH:39][cH:40]1>>[Cl:1][c:2]1[cH:3][c:4]([C:27](=[O:28])[OH:30])[cH:5][n:6][c:7]1-[c:8]1[cH:9][cH:10][c:11](-[c:14]2[n:15][c:16]3[c:17]([nH:18]2)[cH:19][c:20]([C:23]([F:24])([F:25])[F:26])[cH:21][cH:22]3)[cH:12][cH:13]1. Starting materials: NC1=CC(=C(C#N)C=C1)C(F)(F)F (4-amino-2-(trifluoromethyl)benzonitrile), C([O-])([O-])=O.[Cs+].[Cs+] (cesium carbonate), BrCCF (1-bromo-2-fluoroethane), BrCCF (1-bromo-2-fluoroethane). Run in C(C)#N (acetonitrile). Conditions: temperature 120 celsius. Product: FCCNC1=CC(=C(C#N)C=C1)C(F)(F)F (4-[(2-Fluoroethyl)amino]-2-(trifluoromethyl)benzonitrile). Yield: 79.8%. Reaction SMILES: [NH2:1][C:2]1[CH:9]=[CH:8][C:5]([C:6]#[N:7])=[C:4]([C:10]([F:13])([F:12])[F:11])[CH:3]=1.C(=O)([O-])[O-].[Cs+].[Cs+].Br[CH2:21][CH2:22][F:23]>C(#N)C>[F:23][CH2:22][CH2:21][NH:1][C:2]1[CH:9]=[CH:8][C:5]([C:6]#[N:7])=[C:4]([C:10]([F:11])([F:12])[F:13])[CH:3]=1 |f:1.2.3|. Procedure: To a solution of 4-amino-2-(trifluoromethyl)benzonitrile (0.100 g, 0.54 mmol) in acetonitrile (3 mL) was added cesium carbonate (0.438 g, 1.34 mmol) and 1-bromo-2-fluoroethane (0.340 g, 2.68 mmol). The mixture was heated in a microwave at 120° C. for 15 min. Upon cooling, additional 1-bromo-2-fluoroethane (0.340 g, 2.68 mmol) was added and the reaction was heated in the microwave at 140° C. for 20 min. Upon cooling, the solids were filtered off and washed with ethyl acetate. The filtrate was con...